Dataset: the Open Reaction Database (ORD), a public repository of structured organic reaction records. Task: describe an organic reaction: reactants, conditions, products, and yield Starting materials: ClC1=CC=C(C=C1)S(=O)(=O)NC(C(=O)NC1=CC=C(C=C1)C(=O)OCC)COS(=O)(=O)C ((RS)-2-(4-chlorobenzenesulfonylamino)-N-(4-ethoxycarbonylphenyl)-3-methanesulfonyloxypropanamide), N1C=NC=C1 (imidazole). The product is ClC1=CC=C(C=C1)S(=O)(=O)NC(C(=O)NC1=CC=C(C=C1)C(=O)OCC)CN1C=NC=C1 ((RS)-2-(4-chlorobenzenesulfonylamino)-N-(4-ethoxycarbonylphenyl)-3-(1H-imidazol-1-yl)propanamide). RXN SMILES: [Cl:1][C:2]1[CH:7]=[CH:6][C:5]([S:8]([NH:11][CH:12]([CH2:27]OS(C)(=O)=O)[C:13]([NH:15][C:16]2[CH:21]=[CH:20][C:19]([C:22]([O:24][CH2:25][CH3:26])=[O:23])=[CH:18][CH:17]=2)=[O:14])(=[O:10])=[O:9])=[CH:4][CH:3]=1.[NH:33]1[CH:37]=[CH:36][N:35]=[CH:34]1>>[Cl:1][C:2]1[CH:3]=[CH:4][C:5]([S:8]([NH:11][CH:12]([CH2:27][N:33]2[CH:37]=[CH:36][N:35]=[CH:34]2)[C:13]([NH:15][C:16]2[CH:17]=[CH:18][C:19]([C:22]([O:24][CH2:25][CH3:26])=[O:23])=[CH:20][CH:21]=2)=[O:14])(=[O:10])=[O:9])=[CH:6][CH:7]=1. Reported procedure: The procedure described in Example 79 was repeated, except that (RS)-2-(4-chlorobenzenesulfonylamino)-N-(4-ethoxycarbonylphenyl)-3-methanesulfonyloxypropanamide (600 mg) was reacted with imidazole to obtain the desired (RS)-2-(4-chlorobenzenesulfonylamino)-N-(4-ethoxycarbonylphenyl)-3-(1H-imidazol-1-yl)propanamide (115.5 mg) together with a by-product having lower polarity. The by-product was not investigated further. The reactants are CC(C)(C)C(=O)Cl, O=C(O)CC(=O)O, CCOC(=O)CC(=O)OCC, CC[Mg]OC(C)CC, CC(C=CC(=O)O)Oc1ccc(Oc2ccc(C(F)(F)F)cc2)cc1. The product is CCOC(=O)C(C(=O)C=CC(C)Oc1ccc(Oc2ccc(C(F)(F)F)cc2)cc1)C(=O)OCC. RXN SMILES: [C:26]([Cl:27])(=[O:28])[C:29]([CH3:30])([CH3:31])[CH3:32].[C:33]([OH:34])(=[O:35])[CH2:36][C:37]([OH:38])=[O:39].[C:48]([CH2:49][C:50](=[O:51])[O:52][CH2:53][CH3:54])(=[O:55])[O:56][CH2:57][CH3:58].[CH2:40]([CH:41]([O:42][Mg:43][CH2:44][CH3:45])[CH3:46])[CH3:47].[F:1][C:2]([c:3]1[cH:4][cH:5][c:6]([O:7][c:8]2[cH:9][cH:10][c:11]([O:12][CH:13]([CH:14]=[CH:15][C:16](=[O:17])[OH:18])[CH3:19])[cH:20][cH:21]2)[cH:22][cH:23]1)([F:24])[F:25]>>[F:1][C:2]([c:3]1[cH:4][cH:5][c:6]([O:7][c:8]2[cH:9][cH:10][c:11]([O:12][CH:13]([CH:14]=[CH:15][C:16](=[O:17])[CH:49]([C:48](=[O:55])[O:56][CH2:57][CH3:58])[C:50](=[O:51])[O:52][CH2:53][CH3:54])[CH3:19])[cH:20][cH:21]2)[cH:22][cH:23]1)([F:24])[F:25]. Starting materials: CCOC(=O)Cc1ccc(S(=O)(=O)Nc2ccccn2)cc1, CCO, [K+], [OH-]. Product: O=C(O)Cc1ccc(S(=O)(=O)Nc2ccccn2)cc1. RXN SMILES: [CH2:1]([CH3:2])[O:3][C:4]([CH2:5][c:6]1[cH:7][cH:8][c:9]([S:12]([NH:13][c:14]2[n:15][cH:16][cH:17][cH:18][cH:19]2)(=[O:20])=[O:21])[cH:10][cH:11]1)=[O:22].[CH3:25][CH2:26][OH:27].[K+:24].[OH-:23]>>[O:3]=[C:4]([CH2:5][c:6]1[cH:7][cH:8][c:9]([S:12]([NH:13][c:14]2[n:15][cH:16][cH:17][cH:18][cH:19]2)(=[O:20])=[O:21])[cH:10][cH:11]1)[OH:22]. Run in C(C)(C)O (isopropanol). Procedure details: Accordingly in the present invention reacting (S)-(-) 9,10-difluoro-3-methyl-7-oxo-2,3-dihydro-7H-pyrido[1,2,3-de][1,4] benzoxazine-6-carboxylic acid with N-methyl piperazine yields crude levofloxacin. Suspending crude levofloxacin in isopropanol, addition of known quantity of water to make-up the water content to about 12% to about 20% followed by precipitation affords the levofloxacin hemihydrate. Yields the product C[C@H]1COC2=C3N1C=C(C(=O)C3=CC(=C2N4CCN(CC4)C)F)C(=O)O.C[C@H]1COC2=C3N1C=C(C(=O)C3=CC(=C2N4CCN(CC4)C)F)C(=O)O.O (levofloxacin hemihydrate). Reaction SMILES: FC1C(F)=C2[O:9]C[C@H](C)N3C=C(C(O)=O)C(=O)C(C=1)=C23.CN1CCNCC1.[CH3:28][C@@H:29]1[N:50]2[C:33]3[C:34]([C:46]([C:48]([C:51]([OH:53])=[O:52])=[CH:49]2)=[O:47])=[CH:35][C:36]([F:45])=[C:37]([N:38]2[CH2:43][CH2:42][N:41]([CH3:44])[CH2:40][CH2:39]2)[C:32]=3[O:31][CH2:30]1.O>C(O)(C)C>[CH3:28][C@@H:29]1[N:50]2[CH:49]=[C:48]([C:51]([OH:53])=[O:52])[C:46]([C:34]3=[CH:35][C:36]([F:45])=[C:37]([N:38]4[CH2:43][CH2:42][N:41]([CH3:44])[CH2:40][CH2:39]4)[C:32](=[C:33]23)[O:31][CH2:30]1)=[O:47].[CH3:28][C@@H:29]1[N:50]2[CH:49]=[C:48]([C:51]([OH:53])=[O:52])[C:46]([C:34]3=[CH:35][C:36]([F:45])=[C:37]([N:38]4[CH2:43][CH2:42][N:41]([CH3:44])[CH2:40][CH2:39]4)[C:32](=[C:33]23)[O:31][CH2:30]1)=[O:47].[OH2:9] |f:5.6.7|. Reactants: FC=1C(=C2C=3N([C@H](CO2)C)C=C(C(C3C1)=O)C(=O)O)F ((S)-(-) 9,10-difluoro-3-methyl-7-oxo-2,3-dihydro-7H-pyrido[1,2,3-de][1,4] benzoxazine-6-carboxylic acid), O (water), CN1CCNCC1 (N-methyl piperazine), C[C@H]1COC2=C3C(=CC(=C2N4CCN(CC4)C)F)C(=O)C(=CN31)C(=O)O (levofloxacin), O (water). Starting materials: CCCCO, CNCCNC, COc1ccc(N(C)c2nc(Cl)nc3ccccc23)cc1, Cl. Yields the product CNCCN(C)c1nc(N(C)c2ccc(OC)cc2)c2ccccc2n1. RXN SMILES: [CH2:29]([OH:30])[CH2:31][CH2:32][CH3:33].[CH3:23][NH:24][CH2:25][CH2:26][NH:27][CH3:28].[Cl:2][c:3]1[n:4][c:5]2[cH:6][cH:7][cH:8][cH:9][c:10]2[c:11]([N:13]([CH3:14])[c:15]2[cH:16][cH:17][c:18]([O:21][CH3:22])[cH:19][cH:20]2)[n:12]1.[ClH:1]>>[c:3]1([N:24]([CH3:23])[CH2:25][CH2:26][NH:27][CH3:28])[n:4][c:5]2[cH:6][cH:7][cH:8][cH:9][c:10]2[c:11]([N:13]([CH3:14])[c:15]2[cH:16][cH:17][c:18]([O:21][CH3:22])[cH:19][cH:20]2)[n:12]1. The reactants are O=C1N(C=2C(=NC=CC2)N1)C1CCN(CC1)C(=O)OC(C)(C)C (2-Oxo-1-(1-tert-butoxycarbonylpiperidin-4-yl)-2,3-dihydro-1H-imidazo[4,5-b]pyridine), Cl (hydrochloric acid). Run in CO (methanol), CCOCC (ether). Run at time 2 hour. Product: Cl.Cl.O=C1N(C=2C(=NC=CC2)N1)C1CCNCC1 (2-Oxo-1-(4-piperidinyl)-2,3-dihydro-1H-imidazo[4,5-b]pyridine dihydrochloride). As a reaction SMILES: [O:1]=[C:2]1[NH:10][C:5]2=[N:6][CH:7]=[CH:8][CH:9]=[C:4]2[N:3]1[CH:11]1[CH2:16][CH2:15][N:14](C(OC(C)(C)C)=O)[CH2:13][CH2:12]1.[ClH:24]>CO.CCOCC>[ClH:24].[ClH:24].[O:1]=[C:2]1[NH:10][C:5]2=[N:6][CH:7]=[CH:8][CH:9]=[C:4]2[N:3]1[CH:11]1[CH2:16][CH2:15][NH:14][CH2:13][CH2:12]1 |f:4.5.6|. Procedure: 2-Oxo-1-(1-tert-butoxycarbonylpiperidin-4-yl)-2,3-dihydro-1H-imidazo[4,5-b]pyridine (1.03 g, 3.23 mmol) was dissolved in methanol (25 mL) and a solution of 2 N hydrochloric acid in ether (8 mL) was added at room temperature. After 2 h, the volatiles were removed in vacuo, to give the title compound (0.92 g). MS 219 (M+1). 1H NMR (500 MHz, CD3OD) δ 8.01 (dd, J=6, 1 Hz, 1H), 7.83 (d, J=8 Hz, 1H), 7.28 (dd, J=8, 6 Hz, 1H), 4.60 (m, 1H), 3.59 (d, J=12 Hz, 2H), 3.21 (t, J=12 Hz, 2H), 2.70 (dq, J=13, ...